Dataset: the Open Reaction Database (ORD), a public repository of structured organic reaction records. Task: describe an organic reaction: reactants, conditions, products, and yield Reactants: BrC1=CSC=2C=NN(C(C21)=O)CCC=2N=C1N(C=CC(=C1)F)C2 (3-bromo-5-(2-(7-fluoroimidazo[1,2-a]pyridin-2-yl)ethyl)thieno[2,3-d]pyridazin-4(5H)-one), N1=CC=C(C=C1)B(O)O (pyridin-4-ylboronic acid), C(=O)([O-])[O-].[Cs+].[Cs+] (Cs2CO3). The reagents and catalysts are C1=CC=C(C=C1)P([C-]2C=CC=C2)C3=CC=CC=C3.C1=CC=C(C=C1)P([C-]2C=CC=C2)C3=CC=CC=C3.Cl[Pd]Cl.[Fe+2].C(Cl)Cl (PdCl2(dppf) CH2Cl2). Solvent: O1CCOCC1 (1,4-dioxane), O (water). Reaction conditions: temperature 110 celsius, time 20 minute. Product: FC1=CC=2N(C=C1)C=C(N2)CCN2N=CC1=C(C2=O)C(=CS1)C1=CC=NC=C1 (5-[2-(7-Fluoroimidazo[1,2-a]pyridin-2-yl)ethyl]-3-(pyridin-4-yl)thieno[2,3-d]pyridazin-4(5H)-one). RXN SMILES: Br[C:2]1[C:10]2[C:9](=[O:11])[N:8]([CH2:12][CH2:13][C:14]3[N:15]=[C:16]4[CH:21]=[C:20]([F:22])[CH:19]=[CH:18][N:17]4[CH:23]=3)[N:7]=[CH:6][C:5]=2[S:4][CH:3]=1.[N:24]1[CH:29]=[CH:28][C:27](B(O)O)=[CH:26][CH:25]=1.C([O-])([O-])=O.[Cs+].[Cs+]>O1CCOCC1.O.C1C=CC(P(C2C=CC=CC=2)[C-]2C=CC=C2)=CC=1.C1C=CC(P(C2C=CC=CC=2)[C-]2C=CC=C2)=CC=1.Cl[Pd]Cl.[Fe+2].C(Cl)Cl>[F:22][C:20]1[CH:19]=[CH:18][N:17]2[CH:23]=[C:14]([CH2:13][CH2:12][N:8]3[C:9](=[O:11])[C:10]4[C:2]([C:27]5[CH:28]=[CH:29][N:24]=[CH:25][CH:26]=5)=[CH:3][S:4][C:5]=4[CH:6]=[N:7]3)[N:15]=[C:16]2[CH:21]=1 |f:2.3.4,7.8.9.10.11|. Reported procedure: A mixture of 3-bromo-5-(2-(7-fluoroimidazo[1,2-a]pyridin-2-yl)ethyl)thieno[2,3-d]pyridazin-4(5H)-one (80 mg, 0.203 mmol), pyridin-4-ylboronic acid (37.5 mg, 0.305 mmol), PdCl2(dppf)-CH2Cl2 adduct (16.61 mg, 0.020 mmol) and Cs2CO3 (133 mg, 0.407 mmol) in 1,4-dioxane (3 mL) and water(1.5 mL) was heated under microwave at about 110° C. for about 15 min. The mixture was concentrated and was chromatographed on the ISCO Combiflash system using a 40 g Silicycle SiliaSep Silica gel column C-18 column us... Yields the product Cc1nc(N)nc2c1cc(-c1cnc(O)nc1)c(=O)n2C1CCOCC1. The reactants are CC#N, COc1ncc(-c2cc3c(C)nc(N)nc3n(C3CCOCC3)c2=O)cn1, [NH4+], [OH-]. Reaction SMILES: [CH3:30][C:31]#[N:32].[NH2:1][c:2]1[n:3][c:4]([CH3:27])[c:5]2[c:6]([n:7]1)[n:8]([CH:21]1[CH2:22][CH2:23][O:24][CH2:25][CH2:26]1)[c:9](=[O:20])[c:10](-[c:12]1[cH:13][n:14][c:15]([O:18][CH3:19])[n:16][cH:17]1)[cH:11]2.[NH4+:29].[OH-:28]>>[NH2:1][c:2]1[n:3][c:4]([CH3:27])[c:5]2[c:6]([n:7]1)[n:8]([CH:21]1[CH2:22][CH2:23][O:24][CH2:25][CH2:26]1)[c:9](=[O:20])[c:10](-[c:12]1[cH:13][n:14][c:15]([OH:18])[n:16][cH:17]1)[cH:11]2. Starting materials: Clc1ccccc1, Cl, Cc1nc(O)sc1CCCl, O=P(Cl)(Cl)Cl. The product is Cc1nc(Cl)sc1CCCl. RXN SMILES: [Cl:17][c:18]1[cH:19][cH:20][cH:21][cH:22][cH:23]1.[ClH:16].[OH:1][c:2]1[s:3][c:4]([CH2:8][CH2:9][Cl:10])[c:5]([CH3:7])[n:6]1.[P:11]([Cl:12])([Cl:13])([Cl:14])=[O:15]>>[c:2]1([Cl:13])[s:3][c:4]([CH2:8][CH2:9][Cl:10])[c:5]([CH3:7])[n:6]1.